This data is from the Open Reaction Database (ORD), a public repository of structured organic reaction records. The task is: describe an organic reaction: reactants, conditions, products, and yield Reactants: C(C)(C)(C)OC(=O)N1CC2=CC=C(C=C2C1)C1=CC(=NC=C1)C (5-(2-Methyl-pyridin-4-yl)-1,3-dihydro-isoindole-2-carboxylic acid tert-butyl ester), Cl (hydrochloride). Product: CC1=NC=CC(=C1)C=1C=C2CNCC2=CC1 (5-(2-Methyl-pyridin-4-yl)-2,3-dihydro-1H-isoindole). Reaction SMILES: C(OC([N:8]1[CH2:16][C:15]2[C:10](=[CH:11][CH:12]=[C:13]([C:17]3[CH:22]=[CH:21][N:20]=[C:19]([CH3:23])[CH:18]=3)[CH:14]=2)[CH2:9]1)=O)(C)(C)C.Cl>>[CH3:23][C:19]1[CH:18]=[C:17]([C:13]2[CH:14]=[C:15]3[C:10](=[CH:11][CH:12]=2)[CH2:9][NH:8][CH2:16]3)[CH:22]=[CH:21][N:20]=1. Reported procedure: Prepared in analogy to Example A3(e) from 5-(2-Methyl-pyridin-4-yl)-1,3-dihydro-isoindole-2-carboxylic acid tert-butyl ester and using trifluoacetic acid instead of hydrochloride acid. Brown solid. MS (m/e): 211.0 ([M+H]+, 100%)